Dataset: the Open Reaction Database (ORD), a public repository of structured organic reaction records. Task: describe an organic reaction: reactants, conditions, products, and yield The reactants are COc1cc(OC)c(C=O)cc1Br, [Li]C(C)(C)C, CCB(CC)CC, Cn1ccc2ccccc21, [Na+], C1CCOC1, [OH-], OO, [O-]B([O-])Oc1cc2ccccc2[nH]1. Yields the product COc1cc(OC)c(-c2cc3ccccc3n2C)cc1C=O. RXN SMILES: [Br:36][c:37]1[c:38]([O:47][CH3:48])[cH:39][c:40]([O:45][CH3:46])[c:41]([CH:42]=[O:43])[cH:44]1.[C:11]([Li:12])([CH3:13])([CH3:14])[CH3:15].[CH2:16]([B:17]([CH2:18][CH3:19])[CH2:20][CH3:21])[CH3:22].[CH3:1][n:2]1[cH:3][cH:4][c:5]2[cH:6][cH:7][cH:8][cH:9][c:10]12.[Na+:50].[O:53]1[CH2:54][CH2:55][CH2:56][CH2:57]1.[OH-:49].[OH:51][OH:52].[nH:23]1[c:24]2[c:25]([cH:26][cH:27][cH:28][cH:29]2)[cH:30][c:31]1[O:32][B:33]([O-:34])[O-:35]>>[CH3:1][n:2]1[c:3](-[c:37]2[c:38]([O:47][CH3:48])[cH:39][c:40]([O:45][CH3:46])[c:41]([CH:42]=[O:43])[cH:44]2)[cH:4][c:5]2[cH:6][cH:7][cH:8][cH:9][c:10]12.